This data is from the Open Reaction Database (ORD), a public repository of structured organic reaction records. The task is: describe an organic reaction: reactants, conditions, products, and yield The reactants are NC=1C(=NC(=C(N1)N)Cl)C(=O)NC(SC)=N (1-(3,5-diamino-6-chloro-pyrazine-2-carbonyl)-2-methyl-isothiourea), NC=1C(=NC(=C(N1)N)Cl)C(=O)NC(SC)=N (1-(3,5-diamino-6-chloro-pyrazine-2-carbonyl)-2-methyl-isothiourea), NCCCN (1,3-diaminopropane). The solvent is CC(C)O (propan-2-ol). Conditions: temperature 60 celsius. Yields the product N1C(NCCC1)=NC(=O)C1=NC(=C(N=C1N)N)Cl (3,5-Diamino-6-chloro-pyrazine-2-carboxylic acid (tetrahydro-pyrimidin-2-ylidene)-amide). RXN SMILES: [NH2:1][C:2]1[C:3]([C:10]([NH:12][C:13](=[NH:16])SC)=[O:11])=[N:4][C:5]([Cl:9])=[C:6]([NH2:8])[N:7]=1.[NH2:17][CH2:18][CH2:19][CH2:20]N>CC(O)C>[NH:17]1[CH2:18][CH2:19][CH2:20][NH:16][C:13]1=[N:12][C:10]([C:3]1[C:2]([NH2:1])=[N:7][C:6]([NH2:8])=[C:5]([Cl:9])[N:4]=1)=[O:11]. Procedure details: 1-(3,5-Diamino-6-chloro-pyrazine-2-carbonyl)-2-methyl-isothiourea (Intermediate A) (1.0 g, 2.58 mmol) is suspended in propan-2-ol (10 ml) and 1,3-diaminopropane (0.32 ml, 3.9 mmol) is added. The mixture is heated at 60° C. for 18 hours and then allowed to cool to room temperature and the solids present are collected by filtration. The solids are washed with THF and MeOH to yield the title compound as a yellow solid; [M+H]+ 270 The reactants are C(C)(=O)N/C=C/SC1=C(N2C([C@@H]([C@H]2C1)[C@H](C)OS(=O)(=O)C)=O)C(=O)O[Si](C1=CC=CC=C1)(C1=CC=CC=C1)C(C)(C)C (tert-Butyldiphenylsilyl (5R,6S)-3-[(E)-2-acetamidoethenylthio]-6-[(1S)-1-methylsulphonyloxyethyl]-7-oxo-1-azabicyclo[3.2.0]hept-2-ene-2-carboxylate), N12CCCN=CC2CCCC1 (1,5-diazabicyclo[5.4.0]undec-5-ene). Solvent: ClCCl (dichloromethane), C(Cl)Cl (CH2Cl2), ClCCl (dichloromethane). Yields the product C(C)(=O)N/C=C/SC1=C(N2C(\C(\[C@H]2C1)=C/C)=O)C(=O)O[Si](C1=CC=CC=C1)(C1=CC=CC=C1)C(C)(C)C (tert-Butyldiphenylsilyl (5R)-3-[(E)-2-acetamidoethenylthio]-6-[(Z)-ethylidene]-7-oxo-1-azabicyclo[3.2.0]hept-2-ene-2-carboxylate). Isolated yield 40.1%. As a reaction SMILES: [C:1]([NH:4]/[CH:5]=[CH:6]/[S:7][C:8]1[CH2:14][C@H:13]2[N:10]([C:11](=[O:22])[C@@H:12]2[C@@H:15](OS(C)(=O)=O)[CH3:16])[C:9]=1[C:23]([O:25][Si:26]([C:39]([CH3:42])([CH3:41])[CH3:40])([C:33]1[CH:38]=[CH:37][CH:36]=[CH:35][CH:34]=1)[C:27]1[CH:32]=[CH:31][CH:30]=[CH:29][CH:28]=1)=[O:24])(=[O:3])[CH3:2].N12CCCCC1C=NCCC2>ClCCl>[C:1]([NH:4]/[CH:5]=[CH:6]/[S:7][C:8]1[CH2:14][C@H:13]2[N:10]([C:11](=[O:22])/[C:12]/2=[CH:15]\[CH3:16])[C:9]=1[C:23]([O:25][Si:26]([C:39]([CH3:40])([CH3:42])[CH3:41])([C:27]1[CH:32]=[CH:31][CH:30]=[CH:29][CH:28]=1)[C:33]1[CH:34]=[CH:35][CH:36]=[CH:37][CH:38]=1)=[O:24])(=[O:3])[CH3:2]. Reported procedure: tert-Butyldiphenylsilyl (5R,6S)-3-[(E)-2-acetamidoethenylthio]-6-[(1S)-1-methylsulphonyloxyethyl]-7-oxo-1-azabicyclo[3.2.0]hept-2-ene-2-carboxylate (20 mg) in dichloromethane (1 ml) was treated with 1,5-diazabicyclo[5.4.0]undec-5-ene (0.05 ml of a 100 mg/ml solution in CH2Cl2) at room temperature for 20 min. The dichloromethane solution was diluted, washed with water, dried (MgSO4) and evaporated in vacuo to give tert-Butyldiphenylsilyl (5R)-3-[(E)-2-acetamidoethenylthio]-6-[(Z)-ethylidene]-7-ox...